describe an organic reaction: reactants, conditions, products, and yield From a dataset of the Open Reaction Database (ORD), a public repository of structured organic reaction records. The reactants are CCCCCCCCCCCCNC(=O)c1ccc(CNC(=O)OC(C)(C)C)cc1, ClCCl, Cl. Product: CCCCCCCCCCCCNC(=O)c1ccc(CN)cc1, Cl. RXN SMILES: [CH2:1]([CH2:2][CH2:3][CH2:4][CH2:5][CH2:6][CH2:7][CH2:8][CH2:9][CH2:10][CH2:11][CH3:12])[NH:13][C:14](=[O:15])[c:16]1[cH:17][cH:18][c:19]([CH2:20][NH:21][C:22](=[O:23])[O:24][C:25]([CH3:26])([CH3:27])[CH3:28])[cH:29][cH:30]1.[Cl:32][CH2:33][Cl:34].[ClH:31]>>[CH2:1]([CH2:2][CH2:3][CH2:4][CH2:5][CH2:6][CH2:7][CH2:8][CH2:9][CH2:10][CH2:11][CH3:12])[NH:13][C:14](=[O:15])[c:16]1[cH:17][cH:18][c:19]([CH2:20][NH2:21])[cH:29][cH:30]1.[ClH:31]. Reactants: Brc1ccc(I)cc1, COCCOC, Cc1ccccc1, [Na+], [Na+], O=C([O-])[O-], [Pd], OB(O)c1ccc2cc(-c3ccccc3)ccc2c1, c1ccc(P(c2ccccc2)c2ccccc2)cc1, c1ccc(P(c2ccccc2)c2ccccc2)cc1, c1ccc(P(c2ccccc2)c2ccccc2)cc1, c1ccc(P(c2ccccc2)c2ccccc2)cc1. Product: Brc1ccc(-c2ccc3cc(-c4ccccc4)ccc3c2)cc1. As a reaction SMILES: [Br:20][c:21]1[cH:22][cH:23][c:24]([I:27])[cH:25][cH:26]1.[CH2:118]([CH2:119][O:120][CH3:121])[O:122][CH3:123].[CH3:28][c:29]1[cH:30][cH:31][cH:32][cH:33][cH:34]1.[Na+:35].[Na+:36].[O-:37][C:38](=[O:39])[O-:40].[Pd:41].[c:1]1(-[c:7]2[cH:8][c:9]3[cH:10][cH:11][c:12]([B:17]([OH:18])[OH:19])[cH:13][c:14]3[cH:15][cH:16]2)[cH:2][cH:3][cH:4][cH:5][cH:6]1.[c:42]1([P:43]([c:44]2[cH:45][cH:46][cH:47][cH:48][cH:49]2)[c:50]2[cH:51][cH:52][cH:53][cH:54][cH:55]2)[cH:56][cH:57][cH:58][cH:59][cH:60]1.[c:61]1([P:62]([c:63]2[cH:64][cH:65][cH:66][cH:67][cH:68]2)[c:69]2[cH:70][cH:71][cH:72][cH:73][cH:74]2)[cH:75][cH:76][cH:77][cH:78][cH:79]1.[c:80]1([P:81]([c:82]2[cH:83][cH:84][cH:85][cH:86][cH:87]2)[c:88]2[cH:89][cH:90][cH:91][cH:92][cH:93]2)[cH:94][cH:95][cH:96][cH:97][cH:98]1.[c:99]1([P:100]([c:101]2[cH:102][cH:103][cH:104][cH:105][cH:106]2)[c:107]2[cH:108][cH:109][cH:110][cH:111][cH:112]2)[cH:113][cH:114][cH:115][cH:116][cH:117]1>>[c:1]1(-[c:7]2[cH:8][c:9]3[cH:10][cH:11][c:12](-[c:24]4[cH:23][cH:22][c:21]([Br:20])[cH:26][cH:25]4)[cH:13][c:14]3[cH:15][cH:16]2)[cH:2][cH:3][cH:4][cH:5][cH:6]1. Procedure: 5,6-Dichloro-1-(2,3,5-tri-O-acetyl-beta-L-ribofuranosyl)-1H-benzimidazole (1.0 g, 2.25 mmol) was combined with N-bromosuccinimide (0.88 g 4.94 mmol) in anhydrous 1,4-dioxane (50 mL). This solution was heated in an 80° C. oil bath for 15 min. The solution was cooled, diluted with ethyl acetate and extracted with 10% sodium bicarbonate (2×50 mL). The organics were dried with anhydrous Na2SO4, decanted and concentrated. The residue was purified on a silica gel column (5×11 cm, 230-400 mesh) with (1... Run at temperature 80 celsius. The solvent is C(C)(=O)OCC (ethyl acetate), O1CCOCC1 (1,4-dioxane). Reactants: ClC1=CC2=C(N(C=N2)[C@@H]2[C@@H](OC(C)=O)[C@@H](OC(C)=O)[C@@H](O2)COC(C)=O)C=C1Cl (5,6-Dichloro-1-(2,3,5-tri-O-acetyl-beta-L-ribofuranosyl)-1H-benzimidazole), BrN1C(CCC1=O)=O (N-bromosuccinimide). RXN SMILES: [Cl:1][C:2]1[C:28]([Cl:29])=[CH:27][C:5]2[N:6]([C@H:9]3[O:21][C@@H:20]([CH2:22][O:23][C:24](=[O:26])[CH3:25])[C@H:15]([O:16][C:17](=[O:19])[CH3:18])[C@@H:10]3[O:11][C:12](=[O:14])[CH3:13])[CH:7]=[N:8][C:4]=2[CH:3]=1.[Br:30]N1C(=O)CCC1=O>O1CCOCC1.C(OCC)(=O)C>[Br:30][C:7]1[N:6]([C@H:9]2[O:21][C@@H:20]([CH2:22][O:23][C:24](=[O:26])[CH3:25])[C@H:15]([O:16][C:17](=[O:19])[CH3:18])[C@@H:10]2[O:11][C:12](=[O:14])[CH3:13])[C:5]2[CH:27]=[C:28]([Cl:29])[C:2]([Cl:1])=[CH:3][C:4]=2[N:8]=1. The product is BrC1=NC2=C(N1[C@@H]1[C@@H](OC(C)=O)[C@@H](OC(C)=O)[C@@H](O1)COC(C)=O)C=C(C(=C2)Cl)Cl (2-Bromo-5,6-dichloro-1-(2,3,5-tri-O-acetyl-beta-L-ribofuranosyl)-1H-benzimidazole). Starting materials: C1CCOC1, [H-], N#Cc1c([N+](=O)[O-])cccc1[N+](=O)[O-], [Na+], O, OC1CCCCC1, O=C(O)CC(O)(CC(=O)O)C(=O)O. Yields the product N#Cc1c(OC2CCCCC2)cccc1[N+](=O)[O-]. Reaction SMILES: [CH2:37]1[O:38][CH2:39][CH2:40][CH2:41]1.[H-:8].[N+:10](=[O:11])([O-:12])[c:13]1[c:14]([C:15]#[N:16])[c:17]([N+:21]([O-:22])=[O:23])[cH:18][cH:19][cH:20]1.[Na+:9].[OH2:42].[OH:1][CH:2]1[CH2:3][CH2:4][CH2:5][CH2:6][CH2:7]1.[OH:24][C:25]([CH2:26][C:27]([C:28](=[O:29])[OH:30])([CH2:31][C:32](=[O:33])[OH:34])[OH:35])=[O:36]>>[O:1]([CH:2]1[CH2:3][CH2:4][CH2:5][CH2:6][CH2:7]1)[c:17]1[c:14]([C:15]#[N:16])[c:13]([N+:10](=[O:11])[O-:12])[cH:20][cH:19][cH:18]1. The reactants are Cc1nc(Br)ccc1N, CC(C)(C)P(c1ccccc1-c1ccccc1)C(C)(C)C, CC(=O)[O-], CC(=O)[O-], COc1c(Cl)ncnc1OC1CCN(C(=O)OC(C)C)CC1, C1COCCO1, [Pd+2]. Yields the product COc1c(Nc2ccc(Br)nc2C)ncnc1OC1CCN(C(=O)OC(C)C)CC1. As a reaction SMILES: [Br:23][c:24]1[cH:25][cH:26][c:27]([NH2:31])[c:28]([CH3:30])[n:29]1.[C:32]([P:33]([C:34]([CH3:35])([CH3:36])[CH3:37])[c:38]1[cH:39][cH:40][cH:41][cH:42][c:43]1-[c:44]1[cH:45][cH:46][cH:47][cH:48][cH:49]1)([CH3:50])([CH3:51])[CH3:52].[C:59]([O-:60])(=[O:61])[CH3:62].[C:64]([O-:65])(=[O:66])[CH3:67].[CH:1]([CH3:2])([CH3:3])[O:4][C:5](=[O:6])[N:7]1[CH2:8][CH2:9][CH:10]([O:13][c:14]2[n:15][cH:16][n:17][c:18]([Cl:22])[c:19]2[O:20][CH3:21])[CH2:11][CH2:12]1.[O:53]1[CH2:54][CH2:55][O:56][CH2:57][CH2:58]1.[Pd+2:63]>>[CH:1]([CH3:2])([CH3:3])[O:4][C:5](=[O:6])[N:7]1[CH2:8][CH2:9][CH:10]([O:13][c:14]2[n:15][cH:16][n:17][c:18]([NH:31][c:27]3[cH:26][cH:25][c:24]([Br:23])[n:29][c:28]3[CH3:30])[c:19]2[O:20][CH3:21])[CH2:11][CH2:12]1. Starting materials: C(C1=CC=CC=C1)OC(=O)N(C12CCC(CC1)(CC2)C(=O)ON2N=NC1=C2C=CC=C1)CC(=O)N1[C@@H](C[C@@H](C1)F)C#N ((2S,4S)-1-[[N-benzyloxycarbonyl-N-[4-(benzotriazol-1-yl)oxycarbonylbicyclo[2.2.2]oct-1-yl]amino]acetyl]-4-fluoropyrrolidine-2-carbonitrile), Cl.FC1(CNCC1)F (3,3-difluoropyrrolidine hydrochloride). Product: C(C1=CC=CC=C1)OC(=O)N(C12CCC(CC1)(CC2)C(=O)N2CC(CC2)(F)F)CC(=O)N2[C@@H](C[C@@H](C2)F)C#N ((2S,4S)-1-[[N-benzyloxycarbonyl-N-[4-(3,3-difluoropyrrolidin-1-yl)carbonylbicyclo[2.2.2]oct-1-yl]amino]acetyl]-4-fluoropyrrolidine-2-carbonitrile). The yield is 85.8%. Reaction SMILES: [CH2:1]([O:8][C:9]([N:11]([CH2:32][C:33]([N:35]1[CH2:39][C@@H:38]([F:40])[CH2:37][C@H:36]1[C:41]#[N:42])=[O:34])[C:12]12[CH2:19][CH2:18][C:15]([C:20](ON3C4C=CC=CC=4N=N3)=[O:21])([CH2:16][CH2:17]1)[CH2:14][CH2:13]2)=[O:10])[C:2]1[CH:7]=[CH:6][CH:5]=[CH:4][CH:3]=1.Cl.[F:44][C:45]1([F:50])[CH2:49][CH2:48][NH:47][CH2:46]1>>[CH2:1]([O:8][C:9]([N:11]([CH2:32][C:33]([N:35]1[CH2:39][C@@H:38]([F:40])[CH2:37][C@H:36]1[C:41]#[N:42])=[O:34])[C:12]12[CH2:19][CH2:18][C:15]([C:20]([N:47]3[CH2:48][CH2:49][C:45]([F:50])([F:44])[CH2:46]3)=[O:21])([CH2:16][CH2:17]1)[CH2:14][CH2:13]2)=[O:10])[C:2]1[CH:3]=[CH:4][CH:5]=[CH:6][CH:7]=1 |f:1.2|. Reported procedure: In a similar manner to Example 13, (2S,4S)-1-[[N-benzyloxycarbonyl-N-[4-(benzotriazol-1-yl)oxycarbonylbicyclo[2.2.2]oct-1-yl]amino]acetyl]-4-fluoropyrrolidine-2-carbonitrile (50.0 mg) and 3,3-difluoropyrrolidine hydrochloride (18.7 mg) were used to obtain (2S,4S)-1-[[N-benzyloxycarbonyl-N-[4-(3,3-difluoropyrrolidin-1-yl)carbonylbicyclo[2.2.2]oct-1-yl]amino]acetyl]-4-fluoropyrrolidine-2-carbonitrile (40.8 mg). RXN SMILES: [CH2:1]([Cl:2])[CH2:3][Cl:4].[CH:48]([N:49]([CH:50]([CH3:51])[CH3:52])[CH2:53][CH3:54])([CH3:55])[CH3:56].[ClH:5].[O:57]=[CH:58][N:59]([CH3:60])[CH3:61].[O:6]=[C:7]1[CH2:8][CH2:9][c:10]2[cH:11][c:12]([CH:17]=[CH:18][C:19](=[O:20])[OH:21])[cH:13][n:14][c:15]2[NH:16]1.[OH2:47].[OH:22][CH2:23][CH2:24][n:25]1[cH:26][c:27]([CH2:34][NH:35][CH3:36])[c:28]2[cH:29][cH:30][cH:31][cH:32][c:33]12.[OH:37][n:38]1[c:39]2[c:40]([cH:41][cH:42][cH:43][cH:44]2)[n:45][n:46]1>>[O:6]=[C:7]1[CH2:8][CH2:9][c:10]2[cH:11][c:12]([CH:17]=[CH:18][C:19](=[O:21])[N:35]([CH2:34][c:27]3[cH:26][n:25]([CH2:24][CH2:23][OH:22])[c:33]4[c:28]3[cH:29][cH:30][cH:31][cH:32]4)[CH3:36])[cH:13][n:14][c:15]2[NH:16]1. The reactants are ClCCCl, CCN(C(C)C)C(C)C, Cl, CN(C)C=O, O=C(O)C=Cc1cnc2c(c1)CCC(=O)N2, O, CNCc1cn(CCO)c2ccccc12, On1nnc2ccccc21. The product is CN(Cc1cn(CCO)c2ccccc12)C(=O)C=Cc1cnc2c(c1)CCC(=O)N2. Starting materials: CS(=O)(=O)C1=CC=C(C=C1)C=1C=C2C(=CN1)O[C@](C2)(C2CCNCC2)C ((R)-5-(4-methanesulfonyl-phenyl)-2-methyl-2-piperidin-4-yl-2,3-dihydro-furo[2,3-c]pyridine), FC([C@H](C)OC(OC1=CC=C(C=C1)[N+](=O)[O-])=O)(F)F (carbonic acid 4-nitro-phenyl ester (S)-2,2,2-trifluoro-1-methyl-ethyl ester). The product is FC([C@H](C)OC(=O)N1CCC(CC1)[C@]1(CC=2C(=CN=C(C2)C2=CC=C(C=C2)S(=O)(=O)C)O1)C)(F)F ((S)-4-[(R)-5-(4-Methanesulfonyl-phenyl)-2-methyl-2,3-dihydro-furo[2,3-c]pyridin-2-yl]-piperidine-1-carboxylic acid 2,2,2-trifluoro-1-methyl-ethyl ester). Reaction SMILES: [CH3:1][S:2]([C:5]1[CH:10]=[CH:9][C:8]([C:11]2[CH:12]=[C:13]3[CH2:19][C@:18]([CH3:26])([CH:20]4[CH2:25][CH2:24][NH:23][CH2:22][CH2:21]4)[O:17][C:14]3=[CH:15][N:16]=2)=[CH:7][CH:6]=1)(=[O:4])=[O:3].[F:27][C:28]([F:45])([F:44])[C@@H:29]([O:31][C:32](=O)[O:33]C1C=CC([N+]([O-])=O)=CC=1)[CH3:30]>>[F:27][C:28]([F:45])([F:44])[C@@H:29]([O:31][C:32]([N:23]1[CH2:24][CH2:25][CH:20]([C@:18]2([CH3:26])[O:17][C:14]3=[CH:15][N:16]=[C:11]([C:8]4[CH:9]=[CH:10][C:5]([S:2]([CH3:1])(=[O:3])=[O:4])=[CH:6][CH:7]=4)[CH:12]=[C:13]3[CH2:19]2)[CH2:21][CH2:22]1)=[O:33])[CH3:30]. Reported procedure: The title compound is prepared from (R)-5-(4-methanesulfonyl-phenyl)-2-methyl-2-piperidin-4-yl-2,3-dihydro-furo[2,3-c]pyridine and carbonic acid 4-nitro-phenyl ester (S)-2,2,2-trifluoro-1-methyl-ethyl ester following a procedure analogous to that described in Example 1. LC (method 2): tR=1.01 min; Mass spectrum (ESI+): m/z=513 [M+H]+.